Task: describe an organic reaction: reactants, conditions, products, and yield. Dataset: the Open Reaction Database (ORD), a public repository of structured organic reaction records Starting materials: aliphatic hydrocarbon, NC1=C(CN(CC)C2CCCCC2)C=C(C=C1)OC (2-amino-N-cyclohexyl-N-ethyl-5-methoxy-benzylamine), BrBr (bromine), aliphatic hydrocarbon. Run in C(Cl)Cl (methylenechloride). Product: NC1=C(CN(CC)C2CCCCC2)C=C(C=C1Br)OC (2-Amino-3-bromo-N-cyclohexyl-N-ethyl-5-methoxy-benzylamine). RXN SMILES: [NH2:1][C:2]1[CH:17]=[CH:16][C:15]([O:18][CH3:19])=[CH:14][C:3]=1[CH2:4][N:5]([CH:8]1[CH2:13][CH2:12][CH2:11][CH2:10][CH2:9]1)[CH2:6][CH3:7].[Br:20]Br>C(Cl)Cl>[NH2:1][C:2]1[C:17]([Br:20])=[CH:16][C:15]([O:18][CH3:19])=[CH:14][C:3]=1[CH2:4][N:5]([CH:8]1[CH2:13][CH2:12][CH2:11][CH2:10][CH2:9]1)[CH2:6][CH3:7]. Procedure details: 2-Amino-3-bromo-N-cyclohexyl-N-ethyl-5-methoxy-benzylamine was prepared from 2-amino-N-cyclohexyl-N-ethyl-5-methoxy-benzylamine and bromine analogous to Example 9. Proof of structure by IR-, UV- and NMR-spectra. IR-spectrum (methylenechloride): 3240 cm-1NH2 ; 3410 cm-1NH2 ; 2860 cm-1 aliphatic hydrocarbon; 2940 cm-1 aliphatic hydrocarbon; 2830 cm-1OCH3 ; 2800 cm-1N-ethyl (shoulder); 1480 cm-1C=C; 1590 cm-1C=C. Reactants: O (water), 29.1, OPCl3, C(C)N(C1=CC=CC=C1)CCOC(C)=O (2-(N-ethyl-N-phenylamino)ethylethanoate), CN(C)C=O (DMF), CN(C)C=O (DMF). Reaction conditions: temperature 5 celsius. Product: C(C)N(C1=CC=C(C=C1)C=O)CCOC(C)=O (2-[N-ethyl-N-(4-formylphenyl)amino]ethylethanoate). Reaction SMILES: [CH2:1]([N:3]([CH2:10][CH2:11][O:12][C:13](=[O:15])[CH3:14])[C:4]1[CH:9]=[CH:8][CH:7]=[CH:6][CH:5]=1)[CH3:2].O.CN([CH:20]=[O:21])C>>[CH2:1]([N:3]([CH2:10][CH2:11][O:12][C:13](=[O:15])[CH3:14])[C:4]1[CH:9]=[CH:8][C:7]([CH:20]=[O:21])=[CH:6][CH:5]=1)[CH3:2]. Procedure: To 60 ml of dry DMF in a 250 ml-flask, equipped with a CaCl2-tube, cooled in an ice bath, 29.1 (310 mmol) of OPCl3 is dropwise added and the mixture is stirred for two h at 5° C. Then, 58.5 g (288 mmol) of 16, dissolved in 30 ml of dry DMF, is added and the reaction mixture is stirred for 3 h at 90° C. After cooling down, the mixture is poured into iced water, stirred for 30 min and extracted with dichloromethane. The organic layer is washed with a saturated NaHCO3-solution, with brine and dried... Reactants: C(C(=O)C)C1=CC=C(C(=O)Cl)C=C1 (4-Acetonylbenzoyl chloride), C(C1=CC=CC=C1)O (benzyl alcohol). Solvent: C1=CC=CC=C1 (benzene). Run at time 48 hour. Product: C(=O)(OCC1=CC=CC=C1)C1=CC=C(C=C1)CC(C)=O (1-(4-Carbobenzyloxyphenyl)propan-2-one). As a reaction SMILES: [CH2:1]([C:5]1[CH:13]=[CH:12][C:8]([C:9](Cl)=[O:10])=[CH:7][CH:6]=1)[C:2]([CH3:4])=[O:3].[CH2:14]([OH:21])[C:15]1[CH:20]=[CH:19][CH:18]=[CH:17][CH:16]=1>C1C=CC=CC=1>[C:9]([C:8]1[CH:12]=[CH:13][C:5]([CH2:1][C:2](=[O:3])[CH3:4])=[CH:6][CH:7]=1)([O:21][CH2:14][C:15]1[CH:20]=[CH:19][CH:18]=[CH:17][CH:16]=1)=[O:10]. Reported procedure: 4-Acetonylbenzoyl chloride (3.92 g) and benzyl alcohol (2.16 g) were refluxed in benzene for 4 hours and then left at room temperature for 48 hours. Removal of the solvent gave the title compound. τ (CDCl3) 7.9 (3H, s), 6.32 (2H, s), 4.69 (2H, s), 2.78 (2H, d, J=8 Hz), 2.70 (5H, m), 1.99 (2H, d, J=8 Hz). Yields the product CN(C1CCN(Cc2cc3nc(-c4ccc(N)nc4)nc(N4CCOCC4)c3s2)CC1)S(C)(=O)=O. The reactants are O=C([O-])[O-], CC1(C)OB(c2ccc(N)nc2)OC1(C)C, CC#N, CN(C1CCN(Cc2cc3nc(Cl)nc(N4CCOCC4)c3s2)CC1)S(C)(=O)=O, Cl, [Na+], [Na+], Cl[Pd]Cl, c1ccc(P(c2ccccc2)c2ccccc2)cc1, c1ccc(P(c2ccccc2)c2ccccc2)cc1. As a reaction SMILES: [C:46](=[O:47])([O-:48])[O-:49].[CH3:30][C:31]1([CH3:32])[C:33]([CH3:34])([CH3:35])[O:36][B:37]([c:38]2[cH:39][cH:40][c:41]([NH2:44])[n:42][cH:43]2)[O:45]1.[CH3:53][C:54]#[N:55].[Cl:1][c:2]1[n:3][c:4]([N:24]2[CH2:25][CH2:26][O:27][CH2:28][CH2:29]2)[c:5]2[c:6]([n:7]1)[cH:8][c:9]([CH2:11][N:12]1[CH2:13][CH2:14][CH:15]([N:18]([S:19](=[O:20])(=[O:21])[CH3:22])[CH3:23])[CH2:16][CH2:17]1)[s:10]2.[ClH:52].[Na+:50].[Na+:51].[Pd:56]([Cl:57])[Cl:58].[c:59]1([P:60]([c:61]2[cH:62][cH:63][cH:64][cH:65][cH:66]2)[c:67]2[cH:68][cH:69][cH:70][cH:71][cH:72]2)[cH:73][cH:74][cH:75][cH:76][cH:77]1.[c:78]1([P:79]([c:80]2[cH:81][cH:82][cH:83][cH:84][cH:85]2)[c:86]2[cH:87][cH:88][cH:89][cH:90][cH:91]2)[cH:92][cH:93][cH:94][cH:95][cH:96]1>>[c:2]1(-[c:38]2[cH:39][cH:40][c:41]([NH2:44])[n:42][cH:43]2)[n:3][c:4]([N:24]2[CH2:25][CH2:26][O:27][CH2:28][CH2:29]2)[c:5]2[c:6]([n:7]1)[cH:8][c:9]([CH2:11][N:12]1[CH2:13][CH2:14][CH:15]([N:18]([S:19](=[O:20])(=[O:21])[CH3:22])[CH3:23])[CH2:16][CH2:17]1)[s:10]2. Reactants: [N+](=O)([O-])[O-].[Na+] (sodium nitrate), N(=O)[O-].[Na+] (sodium nitrite), OC1=C(C(=O)C2=CC=CC=C2)C=CC=C1 (2-Hydroxybenzophenone), S(O)(O)(=O)=O (sulfuric acid). Solvent: C(Cl)Cl (methylene chloride), C(Cl)Cl (methylene chloride). Conditions: time 24 hour. Yields the product [N+](=O)([O-])C=1C(=C(C(=O)C2=CC=CC=C2)C=CC1)O (3-nitro-2-hydroxybenzophenone). Isolated yield 43.6%. As a reaction SMILES: [OH:1][C:2]1[CH:15]=[CH:14][CH:13]=[CH:12][C:3]=1[C:4]([C:6]1[CH:11]=[CH:10][CH:9]=[CH:8][CH:7]=1)=[O:5].[N+:16]([O-])([O-:18])=[O:17].[Na+].S(=O)(=O)(O)O.N([O-])=O.[Na+]>C(Cl)Cl>[N+:16]([C:15]1[C:2]([OH:1])=[C:3]([CH:12]=[CH:13][CH:14]=1)[C:4]([C:6]1[CH:11]=[CH:10][CH:9]=[CH:8][CH:7]=1)=[O:5])([O-:18])=[O:17] |f:1.2,4.5|. Procedure details: 2-Hydroxybenzophenone (3.00 g, 15.1 mmol) was dissolved in methylene chloride(40 mL) followed by the addition of sodium nitrate (1.42 g, 16.7 mmol). The addition of sulfuric acid (25 mL/3M) was then made, followed by addition of a catalytic amount of sodium nitrite. The mixture was allowed to stir. After 24 hours, the reaction mixture was diluted with methylene chloride and extracted with water. The organic layer was dried over MgSO4 and filtered. The solvent was evaporated and chromatography of... Starting materials: N1=CC=CC=C1 (pyridine), ice water, ClC=1C=C2C(C(NC2=CC1)=O)(O)C=1C(=NC=CC1)OCC (5-chloro-3-(2-ethoxypyridin-3-yl)-3-hydroxy-1,3-dihydroindol-2-one), S(=O)(Cl)Cl (thionyl chloride). Solvent: ClCCl (dichloromethane). Run at temperature 0 celsius, time 1 hour. Product: ClC1(C(NC2=CC=C(C=C12)Cl)=O)C=1C(=NC=CC1)OCC (3,5-Dichloro-3-(2-ethoxypyridin-3-yl)-1,3-dihydroindol-2-one). The yield is 110.7%. Reaction SMILES: N1C=CC=CC=1.[Cl:7][C:8]1[CH:9]=[C:10]2[C:14](=[CH:15][CH:16]=1)[NH:13][C:12](=[O:17])[C:11]2([C:19]1[C:20]([O:25][CH2:26][CH3:27])=[N:21][CH:22]=[CH:23][CH:24]=1)O.S(Cl)([Cl:30])=O>ClCCl>[Cl:30][C:11]1([C:19]2[C:20]([O:25][CH2:26][CH3:27])=[N:21][CH:22]=[CH:23][CH:24]=2)[C:10]2[C:14](=[CH:15][CH:16]=[C:8]([Cl:7])[CH:9]=2)[NH:13][C:12]1=[O:17]. Procedure: 4.4 ml (54.3 mmol) of pyridine were added to a suspension of 13.3 g (43.6 mmol) of 5-chloro-3-(2-ethoxypyridin-3-yl)-3-hydroxy-1,3-dihydroindol-2-one from example a.1 in 50 ml of dichloromethane. After the reaction mixture had been cooled to 0° C., 3.8 ml (52.3 mmol) of thionyl chloride was added dropwise. The mixture was stirred at room temperature for one hour and then poured into ice-water. After stirring for 15 minutes, the organic phase was separated off. The aqueous phase was extracted sev... Starting materials: CC(=O)C(=COCC)C1=CC=NC=C1 (2-ethoxy-1-(4-pyridinyl)ethenyl methyl ketone), C(CC#N)#N (malononitrile), C(C)O (ethanol). Yields the product CC=1NC(C(C#N)=CC1C1=CC=NC=C1)=O (1,2-dihydro-6-methyl-2-oxo-5-(4-pyridinyl)nicotinonitrile). RXN SMILES: [CH3:1][C:2]([C:4]([C:9]1[CH:14]=[CH:13][N:12]=[CH:11][CH:10]=1)=[CH:5]OCC)=O.[C:15](#[N:19])[CH2:16][C:17]#[N:18].C([OH:22])C>>[CH3:1][C:2]1[NH:18][C:17](=[O:22])[C:16](=[CH:5][C:4]=1[C:9]1[CH:10]=[CH:11][N:12]=[CH:13][CH:14]=1)[C:15]#[N:19]. Procedure details: Another aspect of the invention resides in the second step of the above process, that is, the reaction of said ketone of formula II with malononitrile in a lower-alkanol to produce 1,2-dihydro-6-R-2-oxo-5-PY-nicotinonitrile of formula III. In a preferred embodiment of this aspect, 2-ethoxy(or methoxy)-1-(4- or 3-pyridinyl)ethenyl methyl(or ethyl) ketone is reacted with malononitrile in ethanol to produce 1,2-dihydro-6-methyl(or ethyl)-5-[4(or 3)-pyridinyl]nicotinonitrile. In a particularly prefe... Run in O (water), O (water), C(C)(=O)OCC (ethyl acetate). Yields the product COC=1C=C(C#N)C=C(C1OC)C (3,4-dimethoxy-5-methyl-benzonitrile). The reagents and catalysts are C1=CC=C(C=C1)P([C-]2C=CC=C2)C3=CC=CC=C3.C1=CC=C(C=C1)P([C-]2C=CC=C2)C3=CC=CC=C3.Cl[Pd]Cl.[Fe+2] ([1,1′-Bis(diphenylphosphino)ferrocene]dichloropalladium). Run at temperature 100 celsius, time 4 hour. Reactants: O1CCCC1 (tetrahydrofuran), BrC=1C=C(C#N)C=C(C1OC)OC (3-bromo-4,5 dimethoxybenzonitrile), CB1OB(OB(O1)C)C (trimethylboroxine), C([O-])([O-])=O.[Cs+].[Cs+] (cesium carbonate). Reported procedure: 50 mg [1,1′-Bis(diphenylphosphino)ferrocene]dichloropalladium (II) and 5 mL tetrahydrofuran was stirred for 10 min at ambient temperature before 500 mg 3-bromo-4,5 dimethoxybenzonitrile, 0.1 mL trimethylboroxine and 0.85 g cesium carbonate as a solution in 1 mL water were added. The suspension was stirred at 100° C. for 4 h and then diluted with water and ethyl acetate. The phases were separated and the water phase was extracted with additional ethyl acetate (×2). The organic phases were combine... As a reaction SMILES: O1CCC[CH2:2]1.Br[C:7]1[CH:8]=[C:9]([CH:12]=[C:13]([O:17][CH3:18])[C:14]=1[O:15][CH3:16])[C:10]#[N:11].CB1OB(C)OB(C)O1.C(=O)([O-])[O-].[Cs+].[Cs+]>O.C(OCC)(=O)C.C1C=CC(P(C2C=CC=CC=2)[C-]2C=CC=C2)=CC=1.C1C=CC(P(C2C=CC=CC=2)[C-]2C=CC=C2)=CC=1.Cl[Pd]Cl.[Fe+2]>[CH3:18][O:17][C:13]1[CH:12]=[C:9]([CH:8]=[C:7]([CH3:2])[C:14]=1[O:15][CH3:16])[C:10]#[N:11] |f:3.4.5,8.9.10.11|. The reactants are CCOP(=O)(CC#N)OCC, O=C1CCC2(CC1)OCCO2, Cc1ccccc1, [H-], [Na+], O. Yields the product N#CC=C1CCC2(CC1)OCCO2. Reaction SMILES: [C:3](#[N:4])[CH2:5][P:6](=[O:7])([O:8][CH2:9][CH3:10])[O:11][CH2:12][CH3:13].[CH2:14]1[CH2:15][O:16][C:17]2([CH2:18][CH2:19][C:20](=[O:23])[CH2:21][CH2:22]2)[O:24]1.[CH3:26][c:27]1[cH:28][cH:29][cH:30][cH:31][cH:32]1.[H-:1].[Na+:2].[OH2:25]>>[C:3](#[N:4])[CH:5]=[C:20]1[CH2:19][CH2:18][C:17]2([O:16][CH2:15][CH2:14][O:24]2)[CH2:22][CH2:21]1. The reactants are [I-].C1(=CC=CC=C1)[P+](CC1CCOCC1)(C1=CC=CC=C1)C1=CC=CC=C1 (triphenyl(tetrahydro-2H-pyran-4-ylmethyl)phosphonium iodide), C[Si]([N-][Si](C)(C)C)(C)C.[Li+] (lithium hexamethyldisilazide), CSC=1C=CC(=NC1)C(C(=O)OCC)=O (ethyl [5-(methylsulfanyl)pyridin-2-yl](oxo)acetate), [Cl-].[NH4+] (ammonium chloride). The solvent is O1CCCC1 (tetrahydrofuran), O1CCCC1 (tetrahydrofuran). Run at temperature 15 celsius, time 2 hour. The product is CSC=1C=CC(=NC1)C(C(=O)OCC)=CC1CCOCC1 (Ethyl 2-[5-(methylsulfanyl)pyridin-2-yl]-3-(tetrahydro-2H-pyran-4-yl)-2-propenoate). Isolated yield 86.1%. RXN SMILES: [I-].C1([P+](C2C=CC=CC=2)(C2C=CC=CC=2)[CH2:9][CH:10]2[CH2:15][CH2:14][O:13][CH2:12][CH2:11]2)C=CC=CC=1.C[Si](C)(C)[N-][Si](C)(C)C.[Li+].[CH3:38][S:39][C:40]1[CH:41]=[CH:42][C:43]([C:46](=O)[C:47]([O:49][CH2:50][CH3:51])=[O:48])=[N:44][CH:45]=1.[Cl-].[NH4+]>O1CCCC1>[CH3:38][S:39][C:40]1[CH:41]=[CH:42][C:43]([C:46](=[CH:9][CH:10]2[CH2:11][CH2:12][O:13][CH2:14][CH2:15]2)[C:47]([O:49][CH2:50][CH3:51])=[O:48])=[N:44][CH:45]=1 |f:0.1,2.3,5.6|. Procedure: To a solution of triphenyl(tetrahydro-2H-pyran-4-ylmethyl)phosphonium iodide (5.11 g) in dry tetrahydrofuran (20 mL) was added lithium hexamethyldisilazide (1.1M tetrahydrofuran solution, 9.1 mL), and the mixture was stirred at 15° C. for 2 hr. To the reaction mixture was added a solution of ethyl [5-(methylsulfanyl)pyridin-2-yl](oxo)acetate (2.05 g) in dry tetrahydrofuran (20 mL), and the mixture was stirred at room temperature for 16 hr. A saturated aqueous ammonium chloride solution was added...